describe an organic reaction: reactants, conditions, products, and yield From a dataset of the Open Reaction Database (ORD), a public repository of structured organic reaction records. Procedure details: To a cooled solution of cyclopent-3-ene-1-carboxylic acid (2.0 g, 17.8 mmol) and DPPA (6.05 g, 22.0 mmol) in toluene (50 mL) was added TEA (2.0 g, 22.0 mmol) dropwise at 0° C. The resulting mixture was then warmed and heated at 90° C. for 1 hour. After being added phenylmethanol (4.0 g, 40 mmol), the mixture was heated at 90° C. for additional 4 hours and then concentrated in vacuo. The residue was purified by silica-gel chromatography to afford benzyl cyclopent-3-en-1-ylcarbamate as a white sol... The product is C1(CC=CC1)NC(OCC1=CC=CC=C1)=O (benzyl cyclopent-3-en-1-ylcarbamate). RXN SMILES: C1([C:6]([OH:8])=O)CC=CC1.C1C=CC(P([N:23]=[N+]=[N-])(C2C=CC=CC=2)=O)=CC=1.[C:26]1([CH2:32][OH:33])[CH:31]=[CH:30][CH:29]=[CH:28][CH:27]=1.[C:34]1([CH3:40])[CH:39]=[CH:38][CH:37]=CC=1>>[CH:34]1([NH:23][C:6](=[O:8])[O:33][CH2:32][C:26]2[CH:31]=[CH:30][CH:29]=[CH:28][CH:27]=2)[CH2:39][CH:38]=[CH:37][CH2:40]1. Run at temperature 90 celsius. Reactants: C1(=CC=CC=C1)CO (phenylmethanol), C1(CC=CC1)C(=O)O (cyclopent-3-ene-1-carboxylic acid), C=1C=CC(=CC1)P(=O)(C=2C=CC=CC2)N=[N+]=[N-] (DPPA), TEA, C1(=CC=CC=C1)C (toluene).